From a dataset of the Open Reaction Database (ORD), a public repository of structured organic reaction records. describe an organic reaction: reactants, conditions, products, and yield Reactants: C(C(=O)O)(=O)O (oxalic acid), O1[C@@H](C1)COC1=C2C=CNC2=CC=C1 ((S)-(+)-4-(oxiranylmethoxy)-1H-indole), CC1=CC=C(C=C1)C1CCNCC1 (4-(4-methylphenyl)piperidine), CO (methanol). The product is C(C(=O)O)(=O)O.N1C=CC2=C(C=CC=C12)OC[C@H](CN1CCC(CC1)C1=CC=C(C=C1)C)O ((2S)-(-)-1-(4-indolyloxy)-3-(4-(4-methylphenyl)piperidin-1-yl)-2-propanol ethanedioate). RXN SMILES: [O:1]1[CH2:3][C@H:2]1[CH2:4][O:5][C:6]1[CH:14]=[CH:13][CH:12]=[C:11]2[C:7]=1[CH:8]=[CH:9][NH:10]2.[CH3:15][C:16]1[CH:21]=[CH:20][C:19]([CH:22]2[CH2:27][CH2:26][NH:25][CH2:24][CH2:23]2)=[CH:18][CH:17]=1.[C:28]([OH:33])(=[O:32])[C:29]([OH:31])=[O:30].CO>C(OCC)(=O)C>[C:28]([OH:33])(=[O:32])[C:29]([OH:31])=[O:30].[NH:10]1[C:11]2[C:7](=[C:6]([O:5][CH2:4][C@@H:2]([OH:1])[CH2:3][N:25]3[CH2:26][CH2:27][CH:22]([C:19]4[CH:18]=[CH:17][C:16]([CH3:15])=[CH:21][CH:20]=4)[CH2:23][CH2:24]3)[CH:14]=[CH:13][CH:12]=2)[CH:8]=[CH:9]1 |f:5.6|. Procedure: The title compound was prepared in similar fashion from (S)-(+)-4-(oxiranylmethoxy)-1H-indole and 4-(4-methylphenyl)piperidine. The resulting free base was dissolved in ethyl acetate, and precipitated with one equivalent of oxalic acid in ethyl acetate in 78% overall yield. FDMS m/e=364 (M+ of free base). α[D]589 =-11.77 (c=0.34, methanol). The solvent is C(C)(=O)OCC (ethyl acetate), C(C)(=O)OCC (ethyl acetate). Reactants: Intermediate 100, BrC1=C2C(=NC=C1)N(C(=C2)C2=CC=C(C=C2)CN2CCOCC2)S(=O)(=O)C2=CC=CC=C2 (4-bromo-2-[4-(N-morpholinylmethyl)phenyl]-1-phenylsulfonyl-1H-pyrrolo[2,3-b]pyridine), [N+](=O)([O-])C1=CC=C(C=C1)C1=NN(C=C1B1OC(C(O1)(C)C)(C)C)CCO (3-(4-nitrophenyl)-1-(2-hydroxyethyl)-4-(4,4,5,5-tetramethyl-1,3,2-dioxaborolan-2-yl)-1H-pyrazole). Product: [N+](=O)([O-])C1=CC=C(C=C1)C1=NN(C=C1C1=C2C(=NC=C1)N(C(=C2)C2=CC=C(C=C2)CN2CCOCC2)S(=O)(=O)C2=CC=CC=C2)CCO (4-[3-(4-nitrophenyl)-1-(2-hydroxyethyl)-1H-pyrazol-4-yl]-2-[4-(N-morpholinylmethyl)phenyl]-1-phenylsulfonyl-1H-pyrrolo[2,3-b]pyridine). Reaction SMILES: Br[C:2]1[CH:7]=[CH:6][N:5]=[C:4]2[N:8]([S:24]([C:27]3[CH:32]=[CH:31][CH:30]=[CH:29][CH:28]=3)(=[O:26])=[O:25])[C:9]([C:11]3[CH:16]=[CH:15][C:14]([CH2:17][N:18]4[CH2:23][CH2:22][O:21][CH2:20][CH2:19]4)=[CH:13][CH:12]=3)=[CH:10][C:3]=12.[N+:33]([C:36]1[CH:41]=[CH:40][C:39]([C:42]2[C:46](B3OC(C)(C)C(C)(C)O3)=[CH:45][N:44]([CH2:56][CH2:57][OH:58])[N:43]=2)=[CH:38][CH:37]=1)([O-:35])=[O:34]>>[N+:33]([C:36]1[CH:37]=[CH:38][C:39]([C:42]2[C:46]([C:2]3[CH:7]=[CH:6][N:5]=[C:4]4[N:8]([S:24]([C:27]5[CH:28]=[CH:29][CH:30]=[CH:31][CH:32]=5)(=[O:26])=[O:25])[C:9]([C:11]5[CH:12]=[CH:13][C:14]([CH2:17][N:18]6[CH2:19][CH2:20][O:21][CH2:22][CH2:23]6)=[CH:15][CH:16]=5)=[CH:10][C:3]=34)=[CH:45][N:44]([CH2:56][CH2:57][OH:58])[N:43]=2)=[CH:40][CH:41]=1)([O-:35])=[O:34]. Procedure: Following the procedure for Intermediate 100 using 4-bromo-2-[4-(N-morpholinylmethyl)phenyl]-1-phenylsulfonyl-1H-pyrrolo[2,3-b]pyridine and 3-(4-nitrophenyl)-1-(2-hydroxyethyl)-4-(4,4,5,5-tetramethyl-1,3,2-dioxaborolan-2-yl)-1H-pyrazole provided the title compound. ESMS [M+H]+: 665.2 Starting materials: CCOCn1c(C(OC(C)=O)c2ccccc2)c(C(C)C)c(=O)[nH]c1=O, [H][H], C1COCCO1. Product: CCOCn1c(Cc2ccccc2)c(C(C)C)c(=O)[nH]c1=O. As a reaction SMILES: [C:1]([O:2][CH:5]([c:6]1[cH:7][cH:8][cH:9][cH:10][cH:11]1)[c:12]1[c:13]([CH:24]([CH3:25])[CH3:26])[c:14](=[O:23])[nH:15][c:16](=[O:22])[n:17]1[CH2:18][O:19][CH2:20][CH3:21])(=[O:3])[CH3:4].[H:27][H:28].[O:29]1[CH2:30][CH2:31][O:32][CH2:33][CH2:34]1>>[CH2:5]([c:6]1[cH:7][cH:8][cH:9][cH:10][cH:11]1)[c:12]1[c:13]([CH:24]([CH3:25])[CH3:26])[c:14](=[O:23])[nH:15][c:16](=[O:22])[n:17]1[CH2:18][O:19][CH2:20][CH3:21]. The reactants are 17α-methyl-5-androstene-3β,17β,19-triol 3,17-diacetate, OC[C@]12[C@H](CC(CC1=CC[C@H]1[C@@H]3CCC([C@@]3(C)CC[C@H]21)=O)=O)C (19-hydroxy-1α-methyl-5-androstene-3,17-dione), C1(=CC=CC=C1)[Si](O[C@@H]1CC2=CC[C@H]3[C@@H]4CC[C@@H]([C@@]4(C)CC[C@@H]3[C@]2(CC1)CO)O[Si](C1=CC=CC=C1)(C1=CC=CC=C1)C1=CC=CC=C1)(C1=CC=CC=C1)C1=CC=CC=C1 (3β,17β-di(triphenylsiloxy)-5-androsten-19-ol), 17β,19-dihydroxy-4α,6,17α-trimethyl-5-androsten-3-one, 17β,19-dihydroxy-1α,17α-dimethyl-5-androsten-3-one, 17β-(2'-tetrahydropyranyloxy)-5-androsten-19-ol. Product: C[C@H]1CC(CC2=CC[C@H]3[C@@H]4CCC([C@@]4(C)CC[C@@H]3[C@@]12C=O)=O)=O (1α-methyl-5-androstene-3,17,19-trione), 17β-(2'-tetrahydropyranyloxy)-5-androsten-19-one, C1(=CC=CC=C1)[Si](O[C@@H]1CC2=CC[C@H]3[C@@H]4CC[C@@H]([C@@]4(C)CC[C@@H]3[C@]2(CC1)C=O)O[Si](C1=CC=CC=C1)(C1=CC=CC=C1)C1=CC=CC=C1)(C1=CC=CC=C1)C1=CC=CC=C1 (3β,17β-di(triphenylsiloxy)-5-androsten-19-one). Reaction SMILES: [OH:1][CH2:2][C@@:3]12[C@@H:20]3[C@H:11]([C@H:12]4[C@@:16]([CH2:18][CH2:19]3)([CH3:17])[C:15](=[O:21])[CH2:14][CH2:13]4)[CH2:10][CH:9]=[C:8]1[CH2:7][C:6](=[O:22])[CH2:5][C@@H:4]2[CH3:23].[C:24]1([Si:30]([C:78]2[CH:83]=[CH:82][CH:81]=[CH:80][CH:79]=2)([C:72]2[CH:77]=[CH:76][CH:75]=[CH:74][CH:73]=2)[O:31][C@H:32]2[CH2:49][CH2:48][C@@:47]3([CH2:50][OH:51])[C:34](=[CH:35][CH2:36][C@@H:37]4[C@@H:46]3[CH2:45][CH2:44][C@@:42]3([CH3:43])[C@H:38]4[CH2:39][CH2:40][C@@H:41]3[O:52][Si:53]([C:66]3[CH:71]=[CH:70][CH:69]=[CH:68][CH:67]=3)([C:60]3[CH:65]=[CH:64][CH:63]=[CH:62][CH:61]=3)[C:54]3[CH:59]=[CH:58][CH:57]=[CH:56][CH:55]=3)[CH2:33]2)[CH:29]=[CH:28][CH:27]=[CH:26][CH:25]=1>>[CH3:23][C@@H:4]1[C@@:3]2([CH:2]=[O:1])[C:8](=[CH:9][CH2:10][C@@H:11]3[C@@H:20]2[CH2:19][CH2:18][C@@:16]2([CH3:17])[C@H:12]3[CH2:13][CH2:14][C:15]2=[O:21])[CH2:7][C:6](=[O:22])[CH2:5]1.[C:78]1([Si:30]([C:72]2[CH:73]=[CH:74][CH:75]=[CH:76][CH:77]=2)([C:24]2[CH:25]=[CH:26][CH:27]=[CH:28][CH:29]=2)[O:31][C@H:32]2[CH2:49][CH2:48][C@@:47]3([CH:50]=[O:51])[C:34](=[CH:35][CH2:36][C@@H:37]4[C@@H:46]3[CH2:45][CH2:44][C@@:42]3([CH3:43])[C@H:38]4[CH2:39][CH2:40][C@@H:41]3[O:52][Si:53]([C:54]3[CH:55]=[CH:56][CH:57]=[CH:58][CH:59]=3)([C:60]3[CH:61]=[CH:62][CH:63]=[CH:64][CH:65]=3)[C:66]3[CH:67]=[CH:68][CH:69]=[CH:70][CH:71]=3)[CH2:33]2)[CH:79]=[CH:80][CH:81]=[CH:82][CH:83]=1. Procedure: Substituting 17β,19-dihydroxy-1α,17α-dimethyl-5-androsten-3-one, 19-hydroxy-1α-methyl-5-androstene-3,17-dione, 17β,19-dihydroxy-4α,6,17α-trimethyl-5-androsten-3-one, 17β-(2'-tetrahydropyranyloxy)-5-androsten-19-ol and 3β,17β-di(triphenylsiloxy)-5-androsten-19-ol for the 17α-methyl-5-androstene-3β,17β,19-triol 3,17-diacetate above results in the preparation of 17β-hydroxy-1α,17α-dimethyl-5-androstene-3,19-dione, 1α-methyl-5-androstene-3,17,19-trione, 17β-hydroxy-4α,6,17α-trimethyl-5-androstene-3,...